This data is from the Open Reaction Database (ORD), a public repository of structured organic reaction records. The task is: describe an organic reaction: reactants, conditions, products, and yield Reactants: [BH4-], CO, COc1ccccc1C=O, [Na+], O. Product: COc1ccccc1CO. As a reaction SMILES: [BH4-:3].[CH3:1][OH:2].[CH3:5][O:6][c:7]1[c:8]([CH:9]=[O:10])[cH:11][cH:12][cH:13][cH:14]1.[Na+:4].[OH2:15]>>[CH3:5][O:6][c:7]1[c:8]([CH2:9][OH:10])[cH:11][cH:12][cH:13][cH:14]1.